Dataset: the Open Reaction Database (ORD), a public repository of structured organic reaction records. Task: describe an organic reaction: reactants, conditions, products, and yield Reactants: teflon, C1(=CC=CC=C1)COC1=C(NC2=CC=CC=C12)C(=O)OC (methyl 3-(phenylmethoxy)indole-2-carboxylate), C(C)(C)(C)C1=CC=C(CBr)C=C1 (4-tert-butylbenzyl bromide), CN(C)C=O (DMF), [H-].[Na+] (NaH). Run in C1CCOC1 (THF), O (H2O). Run at time 8 hour. Product: C(C)(C)(C)C1=CC=C(C=C1)CN1C(=C(C2=CC=CC=C12)OCC1=CC=CC=C1)N(C=O)C=1C=NC=CC1 ((1-{[4-(Tert-butyl)phenyl)methyl}-3-(phenylmethoxy)indol-2-yl}-N-(3-pyridyl)formamide). As a reaction SMILES: [C:1]1([CH2:7][O:8][C:9]2[C:17]3[C:12](=[CH:13][CH:14]=[CH:15][CH:16]=3)[NH:11][C:10]=2C(OC)=O)[CH:6]=[CH:5][CH:4]=[CH:3][CH:2]=1.[CH3:22][N:23]([CH:25]=[O:26])C.[H-].[Na+].[C:29]([C:33]1[CH:40]=[CH:39][C:36]([CH2:37]Br)=[CH:35][CH:34]=1)([CH3:32])([CH3:31])[CH3:30]>O.C1COCC1>[C:29]([C:33]1[CH:40]=[CH:39][C:36]([CH2:37][N:11]2[C:12]3[C:17](=[CH:16][CH:15]=[CH:14][CH:13]=3)[C:9]([O:8][CH2:7][C:1]3[CH:2]=[CH:3][CH:4]=[CH:5][CH:6]=3)=[C:10]2[N:23]([C:22]2[CH:12]=[N:11][CH:10]=[CH:9][CH:17]=2)[CH:25]=[O:26])=[CH:35][CH:34]=1)([CH3:32])([CH3:31])[CH3:30] |f:2.3|. Procedure: Into a round bottom flask was placed methyl 3-(phenylmethoxy)indole-2-carboxylate (50 mg) along with DMF (1.0 mL), THF (1.0 mL) and 10 mg of a NaH suspension (60% in oil). To this stirred mixture was added 4-tert-butylbenzyl bromide and allowed to stir at room temperature overnight. At this time, the reaction mixture was diluted with H2O, poured into a teflon fritted cartridge and extracted with CH2Cl2. The filtrate was concentrated and then treated with THF/H2O (5.0 mL, 1:1), MeOH (2.0 mL), NaO... The reactants are C(#N)CC(C(=O)OC)C1=CC=CC=C1 (methyl 3-cyano-2-phenylpropionate). Solvent: C(C)(=O)OCC (ethyl acetate). Yields the product C1(=CC=CC=C1)C1C(NCC1)=O (3-phenyl-2-oxopyrrolidine). As a reaction SMILES: [C:1]([CH2:3][CH:4]([C:9]1[CH:14]=[CH:13][CH:12]=[CH:11][CH:10]=1)[C:5](OC)=[O:6])#[N:2]>C(OCC)(=O)C>[C:9]1([CH:4]2[CH2:3][CH2:1][NH:2][C:5]2=[O:6])[CH:14]=[CH:13][CH:12]=[CH:11][CH:10]=1. Reported procedure: Prepare by the method of Example 2.2.2 using methyl 3-cyano-2-phenylpropionate to give the title compound Rf=0.20 (silica gel, ethyl acetate). Reactants: imine, [BH4-].[Na+] (sodium borohydride), COC=1C=C(C=CC1)[C@@H](C)N ((R)-1-(3-methoxyphenyl)ethylamine), C(C)(C)C1=CC=C(C=CC#N)C=C1 (4-isopropylcinnamonitrile), [H-].C(C(C)C)[Al+]CC(C)C (diisobutyl aluminum hydride). Yields the product C(C)(C)C1=CC=C(C=C1)C=CCN[C@H](C)C1=CC(=CC=C1)OC ((R)-N-[3-(4-isopropylphenyl)prop-2-enyl]-1-(3-methoxyphenyl)ethylamine), 12E. Reaction SMILES: [CH:1]([C:4]1[CH:13]=[CH:12][C:7]([CH:8]=[CH:9][C:10]#[N:11])=[CH:6][CH:5]=1)([CH3:3])[CH3:2].[H-].C([Al+]CC(C)C)C(C)C.[CH3:24][O:25][C:26]1[CH:27]=[C:28]([C@H:32](N)[CH3:33])[CH:29]=[CH:30][CH:31]=1.[BH4-].[Na+]>>[CH:1]([C:4]1[CH:5]=[CH:6][C:7]([CH:8]=[CH:9][CH2:10][NH:11][C@@H:32]([C:28]2[CH:29]=[CH:30][CH:31]=[C:26]([O:25][CH3:24])[CH:27]=2)[CH3:33])=[CH:12][CH:13]=1)([CH3:3])[CH3:2] |f:1.2,4.5|. Procedure details: In a similar fashion, 4-isopropylcinnamonitrile was treated with diisobutyl aluminum hydride and the intermediate aluminum-imine complex treated with (R)-1-(3-methoxyphenyl)ethylamine. The intermediate imine was treated with ethanolic sodium borohydride. Work-up and chromatography yielded (R)-N-[3-(4-isopropylphenyl)prop-2-enyl]-1-(3-methoxyphenyl)ethylamine, 12E, as a clear, colorless oil; m/z (rel. int.) 309 (M+, 9), 294 (7),174 (98),159 (22),135 (80), 117 (100),105 (35), 91 (37), 77 (19).